From a dataset of the Open Reaction Database (ORD), a public repository of structured organic reaction records. describe an organic reaction: reactants, conditions, products, and yield Reactants: C(C1=CC=CC=C1)Br (benzyl bromide), CN1C(C2=C(NC3=C1C=CC=C3)N=CC=C2)=O (6,11-dihydro-6-methyl-5H-pyrido[2,3-b][1,5]benzodiazepin-5-one), CN(C)C=O (DMF), [H-].[Na+] (NaH). The solvent is CO (Methanol). Reaction conditions: temperature 60 celsius, time 8 hour. Product: C(C1=CC=CC=C1)N1C2=C(C(N(C3=C1C=CC=C3)C)=O)C=CC=N2 (6,11-dihydro-11-benzyl-6-methyl-5H-pyrido[2,3-b][1,5]benzodiazapin-5-one). Yield: 39.0%. Reaction SMILES: [CH3:1][N:2]1[C:8]2[CH:9]=[CH:10][CH:11]=[CH:12][C:7]=2[NH:6][C:5]2[N:13]=[CH:14][CH:15]=[CH:16][C:4]=2[C:3]1=[O:17].CN(C=O)C.[H-].[Na+].[CH2:25](Br)[C:26]1[CH:31]=[CH:30][CH:29]=[CH:28][CH:27]=1>CO>[CH2:25]([N:6]1[C:7]2[CH:12]=[CH:11][CH:10]=[CH:9][C:8]=2[N:2]([CH3:1])[C:3](=[O:17])[C:4]2[CH:16]=[CH:15][CH:14]=[N:13][C:5]1=2)[C:26]1[CH:31]=[CH:30][CH:29]=[CH:28][CH:27]=1 |f:2.3|. Procedure details: To a mixture of 4.0 g of 6,11-dihydro-6-methyl-5H-pyrido[2,3-b][1,5]benzodiazepin-5-one and 100 ml of dry DMF was added 1.2 g of 50% NaH in mineral oil. The resulting solution was heated to 60° C. for one hour. The dark red solution was cooled to 30° C. and 2.5 ml of benzyl bromide was added and stirred overnight under nitrogen. Methanol was added slowly until bubbling ceased, and the reaction mixture was then poured into 400 ml of water. The product was extracted with ether, dried over MgSO4, t... Starting materials: Na(CN)BH3, C1(=CC=C(C=C1)C1C(CCCC1)=O)C (rac-2-p-tolyl-cyclohexanone), C1(=CC=CC=C1)C1CNC(C12CCNCC2)=O (rac-4-phenyl-2,8-diaza-spiro[4.5]decan-1-one), [OH-].[Na+] (NaOH). Reagents/catalysts: CC([O-])C.[Ti+4].CC([O-])C.CC([O-])C.CC([O-])C (titanium(IV) isopropoxide). Run in C1CCOC1 (THF), C1CCOC1 (THF). Conditions: time 3 hour. The product is [NH4+].[OH-] (NH4OH), C1(=CC=CC=C1)C1CNC(C12CCN(CC2)[C@H]2[C@H](CCCC2)C2=CC=C(C=C2)C)=O (Cis-rac-4-Phenyl-8-(2-p-tolyl-cyclohexyl)-2,8-diaza-spiro[4.5]decan-1-one). Isolated yield 62.1%. As a reaction SMILES: [C:1]1([CH3:14])[CH:6]=[CH:5][C:4]([CH:7]2[CH2:12][CH2:11][CH2:10][CH2:9][C:8]2=[O:13])=[CH:3][CH:2]=1.[C:15]1([CH:21]2[C:25]3([CH2:30][CH2:29][NH:28][CH2:27][CH2:26]3)[C:24](=[O:31])[NH:23][CH2:22]2)[CH:20]=[CH:19][CH:18]=[CH:17][CH:16]=1.[OH-].[Na+]>C1COCC1.CC(C)[O-].[Ti+4].CC(C)[O-].CC(C)[O-].CC(C)[O-]>[NH4+:23].[OH-:13].[C:15]1([CH:21]2[C:25]3([CH2:26][CH2:27][N:28]([C@@H:8]4[CH2:9][CH2:10][CH2:11][CH2:12][C@@H:7]4[C:4]4[CH:5]=[CH:6][C:1]([CH3:14])=[CH:2][CH:3]=4)[CH2:29][CH2:30]3)[C:24](=[O:31])[NH:23][CH2:22]2)[CH:16]=[CH:17][CH:18]=[CH:19][CH:20]=1 |f:2.3,5.6.7.8.9,10.11|. Procedure: A mixture of rac-2-p-tolyl-cyclohexanone (410 mg, 2 mmol), rac-4-phenyl-2,8-diaza-spiro[4.5]decan-1-one (502 mg, 2 mmol) and titanium(IV) isopropoxide (810 uL, 3 mmol) were stirred at rt for 3 h. The mixture was then diluted with THF (5 mL) and then a solution of polymethylhydroxysiloxane (261 mg, 4 mmol) in THF (5 mL) was added and the resulting solution stirred at rt overnight. To this solution Na(CN)BH3 (245 mg) was added and the resulting mixture stirred at rt for 3 h. Then NaOH (3M, 10 mL) ... The reactants are ClC=1N=CC(=C2C=CC(=NC12)C)I (8-chloro-5-iodo-2-methyl-[1,7]naphthyridine), N1=CC(=CC=C1)B(O)O (3-pyridineboronic acid), NC=1SC=C(N1)C (2-amino-4-methylthiazole). The product is CC1=NC2=C(N=CC(=C2C=C1)C=1C=NC=CC1)NC=1SC=C(N1)C ((2-Methyl-5-pyridin-3-yl-[1,7]naphthyridin-8-yl)-(4-methyl-thiazol-2-yl)-amine). As a reaction SMILES: Cl[C:2]1[N:3]=[CH:4][C:5](I)=[C:6]2[C:11]=1[N:10]=[C:9]([CH3:12])[CH:8]=[CH:7]2.[N:14]1[CH:19]=[CH:18][CH:17]=[C:16](B(O)O)[CH:15]=1.[NH2:23][C:24]1[S:25][CH:26]=[C:27]([CH3:29])[N:28]=1>>[CH3:12][C:9]1[CH:8]=[CH:7][C:6]2[C:11](=[C:2]([NH:23][C:24]3[S:25][CH:26]=[C:27]([CH3:29])[N:28]=3)[N:3]=[CH:4][C:5]=2[C:16]2[CH:15]=[N:14][CH:19]=[CH:18][CH:17]=2)[N:10]=1. Procedure details: The title compound, MS: m/e=334.2 (M+H+), was prepared in accordance with the general method of example 15 step 1 and step 3 from 8-chloro-5-iodo-2-methyl-[1,7]naphthyridine (Example I), 3-pyridineboronic acid and 2-amino-4-methylthiazole. Starting materials: CCO, CO, CCOC(C)=O, CC(OC1OCC(COC(=O)c2ccc([N+](=O)[O-])cc2)C(COCc2ccccc2)C1c1ccc(F)cc1)c1cc(C(F)(F)F)cc(C(F)(F)F)c1, [Na+], [OH-]. The product is CC(OC1OCC(CO)C(COCc2ccccc2)C1c1ccc(F)cc1)c1cc(C(F)(F)F)cc(C(F)(F)F)c1. Reaction SMILES: [CH2:55]([OH:56])[CH3:57].[CH3:58][OH:59].[CH3:60][CH2:61][O:62][C:63]([CH3:64])=[O:65].[N+:1]([c:2]1[cH:3][cH:4][c:5]([C:6](=[O:7])[O:10][CH2:11][CH:12]2[CH2:13][O:14][CH:15]([O:34][CH:35]([CH3:36])[c:37]3[cH:38][c:39]([C:47]([F:48])([F:49])[F:50])[cH:40][c:41]([C:43]([F:44])([F:45])[F:46])[cH:42]3)[CH:16]([c:27]3[cH:28][cH:29][c:30]([F:33])[cH:31][cH:32]3)[CH:17]2[CH2:18][O:19][CH2:20][c:21]2[cH:22][cH:23][cH:24][cH:25][cH:26]2)[cH:8][cH:9]1)([O-:51])=[O:52].[Na+:54].[OH-:53]>>[OH:10][CH2:11][CH:12]1[CH2:13][O:14][CH:15]([O:34][CH:35]([CH3:36])[c:37]2[cH:38][c:39]([C:47]([F:48])([F:49])[F:50])[cH:40][c:41]([C:43]([F:44])([F:45])[F:46])[cH:42]2)[CH:16]([c:27]2[cH:28][cH:29][c:30]([F:33])[cH:31][cH:32]2)[CH:17]1[CH2:18][O:19][CH2:20][c:21]1[cH:22][cH:23][cH:24][cH:25][cH:26]1. The reactants are C(CCC)OCCOC1=CC=C(C=C1)C=1C=CC2=C(C=C(CCN2CCCOCC)C(=O)O)C1 (7-[4-(2-butoxyethoxy)phenyl]-1-(3-ethoxypropyl)-2,3-dihydro-1H-1-benzazepine-4-carboxylic acid), S(=O)(Cl)Cl (thionyl chloride), CN(C)C=O (DMF). The solvent is C1CCOC1 (THF). Run at time 1.5 hour. Yields the product N1CCC(=CC2=C1C=CC=C2)C(=O)N (2,3-dihydro-1H-1-benzazepine-4-carboxamide). RXN SMILES: C(OCCOC1C=CC([C:15]2[CH:16]=[CH:17][C:18]3[N:24](CCCOCC)[CH2:23][CH2:22][C:21]([C:31](O)=[O:32])=[CH:20][C:19]=3[CH:34]=2)=CC=1)CCC.S(Cl)(Cl)=O.C[N:40](C=O)C>C1COCC1>[NH:24]1[C:18]2[CH:17]=[CH:16][CH:15]=[CH:34][C:19]=2[CH:20]=[C:21]([C:31]([NH2:40])=[O:32])[CH2:22][CH2:23]1. Procedure: To a solution of 7-[4-(2-butoxyethoxy)phenyl]-1-(3-ethoxypropyl)-2,3-dihydro-1H-1-benzazepine-4-carboxylic acid (250 mg) in THF (10 ml) were added thionyl chloride (0.078 ml) and DMF (one droplet) at room temperature, and the mixture was stirred for 1.5 hours. The solvent was evaporated under reduced pressure, and the resulting residue was dissolved in THF (20 ml), which was added dropwise to a solution of 4-[[N-methyl-N-(tetrahydropyran-4-yl)amino]methyl]aniline (128 mg) and triethylamine (0.44... The reactants are CC(C)(C)OC(=O)N1CCC(=O)CC1, O=C([O-])[O-], CC(C)[N-]C(C)C, COCCOC, CC(C)(C)OC(=O)C1C=C(OS(=O)(=O)C(F)(F)F)CCN1, OB(O)c1ccccc1C(F)(F)F, [Li+], [Na+], [Na+], O, c1ccc(P(c2ccccc2)(c2ccccc2)[Pd](P(c2ccccc2)(c2ccccc2)c2ccccc2)(P(c2ccccc2)(c2ccccc2)c2ccccc2)P(c2ccccc2)(c2ccccc2)c2ccccc2)cc1. Yields the product CC(C)(C)OC(=O)C1C=C(c2ccccc2C(F)(F)F)CCN1. As a reaction SMILES: [C:35]([O:36][C:37]([N:38]1[CH2:39][CH2:40][C:41](=[O:42])[CH2:43][CH2:44]1)=[O:45])([CH3:46])([CH3:47])[CH3:48].[C:57](=[O:58])([O-:59])[O-:60].[CH3:50][CH:51]([N-:52][CH:53]([CH3:54])[CH3:55])[CH3:56].[CH3:64][O:65][CH2:66][CH2:67][O:68][CH3:69].[F:14][C:15]([F:16])([F:17])[S:18]([O:19][C:20]1=[CH:21][CH:22]([C:26](=[O:27])[O:28][C:29]([CH3:30])([CH3:31])[CH3:32])[NH:23][CH2:24][CH2:25]1)(=[O:33])=[O:34].[F:1][C:2]([c:3]1[c:4]([B:9]([OH:10])[OH:11])[cH:5][cH:6][cH:7][cH:8]1)([F:12])[F:13].[Li+:49].[Na+:61].[Na+:62].[OH2:63].[cH:70]1[cH:71][cH:72][c:73]([P:74]([Pd:75]([P:76]([c:77]2[cH:78][cH:79][cH:80][cH:81][cH:82]2)([c:83]2[cH:84][cH:85][cH:86][cH:87][cH:88]2)[c:89]2[cH:90][cH:91][cH:92][cH:93][cH:94]2)([P:95]([c:96]2[cH:97][cH:98][cH:99][cH:100][cH:101]2)([c:102]2[cH:103][cH:104][cH:105][cH:106][cH:107]2)[c:108]2[cH:109][cH:110][cH:111][cH:112][cH:113]2)[P:114]([c:115]2[cH:116][cH:117][cH:118][cH:119][cH:120]2)([c:121]2[cH:122][cH:123][cH:124][cH:125][cH:126]2)[c:127]2[cH:128][cH:129][cH:130][cH:131][cH:132]2)([c:133]2[cH:134][cH:135][cH:136][cH:137][cH:138]2)[c:139]2[cH:140][cH:141][cH:142][cH:143][cH:144]2)[cH:145][cH:146]1>>[F:1][C:2]([c:3]1[c:4]([C:20]2=[CH:21][CH:22]([C:26](=[O:27])[O:28][C:29]([CH3:30])([CH3:31])[CH3:32])[NH:23][CH2:24][CH2:25]2)[cH:5][cH:6][cH:7][cH:8]1)([F:12])[F:13]. The reactants are CCOC=C(C(=O)OCC)C(=O)OCC, CC1COc2c(ccc(F)c2F)N1, CN(C)C=O. The product is CCOC(=O)C(=CN1c2ccc(F)c(F)c2OCC1C)C(=O)OCC. As a reaction SMILES: [CH2:14]([O:15][CH:17]=[C:18]([C:19](=[O:20])[O:21][CH2:22][CH3:23])[C:24](=[O:25])[O:26][CH2:27][CH3:28])[CH3:16].[F:1][c:2]1[c:3]([F:13])[c:4]2[c:5]([cH:11][cH:12]1)[NH:6][CH:7]([CH3:10])[CH2:8][O:9]2.[O:29]=[CH:30][N:31]([CH3:32])[CH3:33]>>[F:1][c:2]1[c:3]([F:13])[c:4]2[c:5]([cH:11][cH:12]1)[N:6]([CH:17]=[C:18]([C:19](=[O:20])[O:21][CH2:22][CH3:23])[C:24](=[O:25])[O:26][CH2:27][CH3:28])[CH:7]([CH3:10])[CH2:8][O:9]2.